Task: describe an organic reaction: reactants, conditions, products, and yield. Dataset: the Open Reaction Database (ORD), a public repository of structured organic reaction records As a reaction SMILES: [NH2:1][C:2]1[C:3]([F:13])=[CH:4][C:5]([Cl:12])=[C:6]([CH:11]=1)[C:7]([O:9][CH3:10])=[O:8].N1C=CC=CC=1.[CH3:20][S:21](Cl)(=[O:23])=[O:22]>C(Cl)Cl>[Cl:12][C:5]1[CH:4]=[C:3]([F:13])[C:2]([NH:1][S:21]([CH3:20])(=[O:23])=[O:22])=[CH:11][C:6]=1[C:7]([O:9][CH3:10])=[O:8]. Conditions: time 3 day. Solvent: C(Cl)Cl (CH2Cl2). Yield: 45.4%. Product: ClC1=C(C(=O)OC)C=C(C(=C1)F)NS(=O)(=O)C (methyl 2-chloro-4-fluoro-5-[(methylsulfonyl)amino]benzoate). Reported procedure: To a solution of methyl 5-amino-2-chloro-4-fluorobenzoate (152 mg, 0.75 mmol) and pyridine (0.07 mL, 0.82 mmol) in 3 mL CH2Cl2 was added methanesulfonyl chloride (0.06 mL, 0.82 mmol). After 3 days at room temperature, the reaction mixture was washed with saturated aqueous NaHCO3 and filtered through a silica plug to provide methyl 2-chloro-4-fluoro-5-[(methylsulfonyl)amino]benzoate (96 mg, 44%) as a solid (ESI-MS 280 (M−H)), which was hydrolyzed using aqueous NaOH to provide 2-chloro-4-fluoro-5-... The reactants are NC=1C(=CC(=C(C(=O)OC)C1)Cl)F (methyl 5-amino-2-chloro-4-fluorobenzoate), N1=CC=CC=C1 (pyridine), CS(=O)(=O)Cl (methanesulfonyl chloride). Reported procedure: 13.0 mg (0.50 mmol) 95% sodium hydride were given to a solution of 134 mg (0.50 mmol) 4-(2-[1,2,3]triazol-1-yl-ethanesulfonylmethyl)-phenol in 4.0 ml DMF and stirred for 15 min. 168 mg (0.50 mmol) 4-Chloromethyl-2-[2-(4-trifluoromethanesulfinyl-phenyl)-vinyl]-oxazole were added and stirring continued at r.t. overnight. After addition of 10 ml water the resulting precipitate was purified by chromatography on silica gel (eluent: dichloromethane/acetone 20:1) to give 11 mg product. Isolated yield 3.9%. Starting materials: [H-].[Na+] (sodium hydride), O (water), N1(N=NC=C1)CCS(=O)(=O)CC1=CC=C(C=C1)O (4-(2-[1,2,3]triazol-1-yl-ethanesulfonylmethyl)-phenol), ClCC=1N=C(OC1)C=CC1=CC=C(C=C1)S(=O)C(F)(F)F (4-Chloromethyl-2-[2-(4-trifluoromethanesulfinyl-phenyl)-vinyl]-oxazole). Run in CN(C)C=O (DMF). RXN SMILES: [H-].[Na+].[N:3]1([CH2:8][CH2:9][S:10]([CH2:13][C:14]2[CH:19]=[CH:18][C:17]([OH:20])=[CH:16][CH:15]=2)(=[O:12])=[O:11])[CH:7]=[CH:6][N:5]=[N:4]1.Cl[CH2:22][C:23]1[N:24]=[C:25]([CH:28]=[CH:29][C:30]2[CH:35]=[CH:34][C:33]([S:36]([C:38]([F:41])([F:40])[F:39])=[O:37])=[CH:32][CH:31]=2)[O:26][CH:27]=1.O>CN(C=O)C>[F:41][C:38]([F:39])([F:40])[S:36]([C:33]1[CH:34]=[CH:35][C:30](/[CH:29]=[CH:28]/[C:25]2[O:26][CH:27]=[C:23]([CH2:22][O:20][C:17]3[CH:16]=[CH:15][C:14]([CH2:13][S:10]([CH2:9][CH2:8][N:3]4[CH:7]=[CH:6][N:5]=[N:4]4)(=[O:12])=[O:11])=[CH:19][CH:18]=3)[N:24]=2)=[CH:31][CH:32]=1)=[O:37] |f:0.1|. Yields the product FC(S(=O)C1=CC=C(C=C1)/C=C/C=1OC=C(N1)COC1=CC=C(C=C1)CS(=O)(=O)CCN1N=NC=C1)(F)F (1-[2-(4-{2-[(E)-2-(-4-Trifluoromethanesulfinyl-phenyl)-vinyl]-oxazol-4-ylmethoxy}-phenyl-methanesulfonyl)-ethyl]-1H-[1,2,3]triazole). Run at time 15 minute. The reactants are [Br-], [Br-], [Br-], C1CCOC1, O, CC(=O)c1ccc2c(c1)CCN2S(=O)(=O)c1ccccc1, C[N+](C)(C)c1ccccc1, C[N+](C)(C)c1ccccc1, C[N+](C)(C)c1ccccc1. Product: O=C(CBr)c1ccc2c(c1)CCN2S(=O)(=O)c1ccccc1. As a reaction SMILES: [Br-:22].[Br-:23].[Br-:24].[CH2:56]1[O:57][CH2:58][CH2:59][CH2:60]1.[OH2:55].[c:1]1([S:7](=[O:8])(=[O:9])[N:10]2[CH2:11][CH2:12][c:13]3[cH:14][c:15]([C:19]([CH3:20])=[O:21])[cH:16][cH:17][c:18]32)[cH:2][cH:3][cH:4][cH:5][cH:6]1.[c:25]1([N+:26]([CH3:27])([CH3:28])[CH3:29])[cH:30][cH:31][cH:32][cH:33][cH:34]1.[c:35]1([N+:36]([CH3:37])([CH3:38])[CH3:39])[cH:40][cH:41][cH:42][cH:43][cH:44]1.[c:45]1([N+:46]([CH3:47])([CH3:48])[CH3:49])[cH:50][cH:51][cH:52][cH:53][cH:54]1>>[c:1]1([S:7](=[O:8])(=[O:9])[N:10]2[CH2:11][CH2:12][c:13]3[cH:14][c:15]([C:19]([CH2:20][Br:22])=[O:21])[cH:16][cH:17][c:18]32)[cH:2][cH:3][cH:4][cH:5][cH:6]1. The reactants are Cl (HCl), CC(C)[Mg]Cl (2-Propylmagnesium chloride), BrC1=NC=C(C=C1)Br (2,5-dibromopyridine), CN(C=CC=O)C (3-Dimethylaminoacrolein). The solvent is C1CCOC1 (THF). Reaction conditions: temperature 0 celsius, time 1 hour. Product: BrC1=CC=C(C=N1)C=CC=O (3-(6-Bromo-3-pyridinyl)-2-propenal). Isolated yield 25.9%. RXN SMILES: CC([Mg]Cl)C.[Br:6][C:7]1[CH:12]=[CH:11][C:10](Br)=[CH:9][N:8]=1.CN(C)[CH:16]=[CH:17][CH:18]=[O:19].Cl>C1COCC1>[Br:6][C:7]1[N:8]=[CH:9][C:10]([CH:16]=[CH:17][CH:18]=[O:19])=[CH:11][CH:12]=1. Reported procedure: 2-Propylmagnesium chloride (2.0 M in THF, 5.00 mL 10.00 mmol) was added to a solution of 2,5-dibromopyridine (2.37 g, 10.00 mmol) in THF (5.0 mL) at RT. The resulting brown suspension was stirred for 1 h and then cooled to 0° C. 3-Dimethylaminoacrolein (95%, 1.30 mL, 12.36 mmol) was added and the mixture was warmed to RT and stirred for 2 h. 2 N HCl was added and after 5 min the mixture was cooled to 0° C. The precipitated solids were removed by filtration and partitioned between ethyl acetate (...